From a dataset of the Open Reaction Database (ORD), a public repository of structured organic reaction records. describe an organic reaction: reactants, conditions, products, and yield Reactants: S(=O)(=O)(C1=CC=C(C)C=C1)O[C@@H]1C[C@@H]2CC[C@H]3[C@@H]4CC[C@H]([C@@H](CCCC(C)C)C)[C@]4(CC[C@@H]3[C@]2(CC1)C)C (3β-tosyloxy-5α-cholestane), [N-]=[N+]=[N-].[Na+] (NaN3), ice water. Solvent: CN(P(N(C)C)(N(C)C)=O)C (hexamethylphosphoric acid triamide). The product is N(=[N+]=[N-])[C@H]1C[C@@H]2CC[C@H]3[C@@H]4CC[C@H]([C@@H](CCCC(C)C)C)[C@]4(CC[C@@H]3[C@]2(CC1)C)C (3α-Azido-5α-cholestane). As a reaction SMILES: S(O[C@H:12]1[CH2:36][CH2:35][C@@:34]2([CH3:37])[C@@H:14]([CH2:15][CH2:16][C@@H:17]3[C@@H:33]2[CH2:32][CH2:31][C@@:30]2([CH3:38])[C@H:18]3[CH2:19][CH2:20][C@@H:21]2[C@H:22]([CH3:29])[CH2:23][CH2:24][CH2:25][CH:26]([CH3:28])[CH3:27])[CH2:13]1)(C1C=CC(C)=CC=1)(=O)=O.[N-:39]=[N+:40]=[N-:41].[Na+]>CN(C)P(=O)(N(C)C)N(C)C>[N:39]([C@@H:12]1[CH2:36][CH2:35][C@@:34]2([CH3:37])[C@@H:14]([CH2:15][CH2:16][C@@H:17]3[C@@H:33]2[CH2:32][CH2:31][C@@:30]2([CH3:38])[C@H:18]3[CH2:19][CH2:20][C@@H:21]2[C@H:22]([CH3:29])[CH2:23][CH2:24][CH2:25][CH:26]([CH3:28])[CH3:27])[CH2:13]1)=[N+:40]=[N-:41] |f:1.2|. Procedure: 4 g (7.37 mmol) 3β-tosyloxy-5α-cholestane and 0.99 g (15.23 mmol) NaN3 are heated under stirring in 25 ml hexamethylphosphoric acid triamide (HMPT) for 3 h to 90° C. The reaction mixture is cooled and given into 100 ml ice water, the precipitated raw product subsequently removed by filtration, washed with water and dissolved in 60 ml ether. The organic phase is washed twice with water, dried over Na2SO4 and concentrated. The resulting wax-like product is directly processed further: The reactants are ICl (iodine monochloride), N=1N=CN(C1)C1=CC=C(C=C1)NC1=CC=CC=C1 (4-(1,2,4-triazol-4-yl)phenylaniline), C([O-])([O-])=O.[Ca+2] (calcium carbonate). The solvent is CO (methanol), CO (methanol). Run at time 16 hour. Yields the product IC1=C(C=CC(=C1)N1C=NN=C1)NC1=CC=CC=C1 (2-Iodo-4-(1,2,4-triazol-4-yl)phenylaniline). Yield: 52.8%. Reaction SMILES: [I:1]Cl.[N:3]1[N:4]=[CH:5][N:6]([C:8]2[CH:13]=[CH:12][C:11]([NH:14][C:15]3[CH:20]=[CH:19][CH:18]=[CH:17][CH:16]=3)=[CH:10][CH:9]=2)[CH:7]=1.C(=O)([O-])[O-].[Ca+2]>CO>[I:1][C:10]1[CH:9]=[C:8]([N:6]2[CH:5]=[N:4][N:3]=[CH:7]2)[CH:13]=[CH:12][C:11]=1[NH:14][C:15]1[CH:20]=[CH:19][CH:18]=[CH:17][CH:16]=1 |f:2.3|. Procedure: A solution of iodine monochloride (22.3 g, 137 mmol) in methanol (300 ml) was added over 0.75 h to a stirred suspension of 4-(1,2,4-triazol-4-yl)phenylaniline (20.0 g, 125 mmol) and calcium carbonate (25.0 g, 250 mmol) in methanol (800 ml) at -30° C. under nitrogen. The mixture was allowed to warm to room temperature and stirred for 16 h before filtering through a pad of celite. The filtrate was evaporated in vacuo and the residue dissolved in EtOAc and washed with 50% wlw sodium bisulphite solu... The reactants are C(C)OC(C1=CC=C(C=C1)N(C=1C=C(C2=C(C(CO2)(C)C)C1)C)C(C)C)=O (4-[isopropyl-(3,3,7-trimethyl-2,3-dihydro-benzofuran-5-yl)-amino]-benzoic acid ethyl ester), C(C)OC(C1=CC=C(C=C1)N(C=1C=C(C2=C(C(CO2)(C)C)C1)C)C(C)C)=O (4-[isopropyl-(3,3,7-trimethyl-2,3-dihydro-benzofuran-5-yl)-amino]-benzoic acid ethyl ester), [OH-].[K+] (potassium hydroxide). Run in C(C)O (ethanol). Product: C(C)(C)N(C1=CC=C(C(=O)O)C=C1)C=1C=C(C2=C(C(CO2)(C)C)C1)C (4-[Isopropyl-(3,3,7-trimethyl-2,3-dihydro-benzofuran-5-yl)-amino]-benzoic acid). Yield: 77.2%. RXN SMILES: C([O:3][C:4](=[O:27])[C:5]1[CH:10]=[CH:9][C:8]([N:11]([CH:24]([CH3:26])[CH3:25])[C:12]2[CH:13]=[C:14]([CH3:23])[C:15]3[O:19][CH2:18][C:17]([CH3:21])([CH3:20])[C:16]=3[CH:22]=2)=[CH:7][CH:6]=1)C.[OH-].[K+]>C(O)C>[CH:24]([N:11]([C:12]1[CH:13]=[C:14]([CH3:23])[C:15]2[O:19][CH2:18][C:17]([CH3:21])([CH3:20])[C:16]=2[CH:22]=1)[C:8]1[CH:7]=[CH:6][C:5]([C:4]([OH:27])=[O:3])=[CH:10][CH:9]=1)([CH3:26])[CH3:25] |f:1.2|. Procedure: Following general procedure H using 4-[isopropyl-(3,3,7-trimethyl-2,3-dihydro-benzofuran-5-yl)-amino]-benzoic acid ethyl ester (Compound 37, 0.08, 0.21 mmol) and 2.5 mL of 4M potassium hydroxide solution in 4 mL of ethanol, the title compound (0.055 g, 77%) was obtained as an off-white solid. 1H NMR (300 MHz, CDCl3): δ 7.87 (d, 2H, J=8.9 Hz), 6.69 (d, 1H, J=2.0 Hz), 6.66 (d, 1H, J=2.0 Hz), 6.52 (d, 2H, J=9.1 Hz), 4.36(heptet, 1H, J=6.5 Hz), 4.32 (s, 2H), 2.23(s, 3H), 1.35 (s, 6H), 1.17 (d, 6H, J... Reported procedure: A mixture of isopropyl bromide (2.5 g, 20.3 mmol) and sodium azide (1.3 g, 20.3 mmol) in t-BuOH/water (1:2) (25 mL) was stirred for 2 h at 80° C. Then the reaction mixture was cooled to room temperature, was added 5-bromo-3-ethynyl-pyrazin-2-ylamine (0.40 g, 2.03 mmol) and CuI (catalytic amount) and stirred for 16 h at 80° C. The reaction mixture was cooled to RT, diluted with EtOAc (100 mL) and washed with water (50 mL). The organic layer was washed with brine solution (50 mL), dried over anhyd... Solvent: CCOC(=O)C (EtOAc), CC(C)(C)O.O (t-BuOH water). The reactants are BrC=1N=C(C(=NC1)N)C#C (5-bromo-3-ethynyl-pyrazin-2-ylamine), C(C)(C)Br (isopropyl bromide), [N-]=[N+]=[N-].[Na+] (sodium azide). Run at temperature 80 celsius, time 2 hour. Reagents/catalysts: [Cu]I (CuI). The product is BrC=1N=C(C(=NC1)N)C=1N=NN(C1)C(C)C (5-Bromo-3-(1-isopropyl-1H-[1,2,3]triazol-4-yl)-pyrazin-2-ylamine). Reaction SMILES: [CH:1](Br)([CH3:3])[CH3:2].[N-:5]=[N+:6]=[N-:7].[Na+].[Br:9][C:10]1[N:11]=[C:12]([C:17]#[CH:18])[C:13]([NH2:16])=[N:14][CH:15]=1>CC(O)(C)C.O.CCOC(C)=O.[Cu]I>[Br:9][C:10]1[N:11]=[C:12]([C:17]2[N:5]=[N:6][N:7]([CH:1]([CH3:3])[CH3:2])[CH:18]=2)[C:13]([NH2:16])=[N:14][CH:15]=1 |f:1.2,4.5|. Reactants: C(C)(=O)Cl (acetylchloride), O (water), NC=1C=C(C=CC1)C1=NOC(=N1)[C@@H]1N(CCCC1)C(COC1=CC=CC=C1)=O ((R)-1-{2-[3-(3-Amino-phenyl)-[1,2,4]oxadiazol-5-yl]-piperidin-1-yl}-2-phenoxy ethanone), CCN(C(C)C)C(C)C (DIPEA). Run in C1CCOC1 (THF), C1CCOC1 (THF). Conditions: temperature 0 celsius, time 30 minute. The product is O(C1=CC=CC=C1)CC(=O)N1[C@H](CCCC1)C1=NC(=NO1)C=1C=C(C=CC1)NC(C)=O ((R)-N-(3-{5-[1-(2-Phenoxy-acetyl)-piperidin-2-yl]-[1,2,4]oxadiazol-3-yl}-phenyl)-acetamide). As a reaction SMILES: [NH2:1][C:2]1[CH:3]=[C:4]([C:8]2[N:12]=[C:11]([C@H:13]3[CH2:18][CH2:17][CH2:16][CH2:15][N:14]3[C:19](=[O:28])[CH2:20][O:21][C:22]3[CH:27]=[CH:26][CH:25]=[CH:24][CH:23]=3)[O:10][N:9]=2)[CH:5]=[CH:6][CH:7]=1.CCN(C(C)C)C(C)C.[C:38](Cl)(=[O:40])[CH3:39].O>C1COCC1>[O:21]([CH2:20][C:19]([N:14]1[CH2:15][CH2:16][CH2:17][CH2:18][C@@H:13]1[C:11]1[O:10][N:9]=[C:8]([C:4]2[CH:3]=[C:2]([NH:1][C:38](=[O:40])[CH3:39])[CH:7]=[CH:6][CH:5]=2)[N:12]=1)=[O:28])[C:22]1[CH:23]=[CH:24][CH:25]=[CH:26][CH:27]=1. Reported procedure: 1 mmol (R)-1-{2-[3-(3-Amino-phenyl)-[1,2,4]oxadiazol-5-yl]-piperidin-1-yl}-2-phenoxy ethanone were dissolved in THF. 2 eq. of DIPEA were added. The reaction was cooled to 0° C. 1 eq. of acetylchloride in THF was added dropwise and the reaction stirred for 30 min. The product was isolated by extraction from ethylactetade/water and subsequent purification via preparative HPLC. Reactants: C1(CCCCC1)N=C=NC1CCCCC1 (dicyclohexylcarbodiimide), N[C@@H](C)C(=O)NC1=CC=C(C=C1)C=1NC(C(C(=O)O)=CC1)=O (6-[4-(L-alanylamino)-phenyl]-1,2-dihydro-2-oxonicotinic acid), C(C)(=O)N[C@@H](C)C(=O)O (N-acetyl-L-alanine), ON1N=NC2=C1C=CC=C2 (1-hydroxybenzotriazole). The solvent is CN(C)C=O (DMF). The product is C(C)(=O)N[C@@H](C)C(=O)N[C@@H](C)C(=O)NC1=CC=C(C=C1)C=1NC(C(C(=O)O)=CC1)=O (6-[4-(N-acetyl-L-alanyl-L-alanylamino)phenyl]-1,2-dihydro-2-oxonicotinic acid). Isolated yield 80.9%. RXN SMILES: [NH2:1][C@H:2]([C:4]([NH:6][C:7]1[CH:12]=[CH:11][C:10]([C:13]2[NH:14][C:15](=[O:22])[C:16](=[CH:20][CH:21]=2)[C:17]([OH:19])=[O:18])=[CH:9][CH:8]=1)=[O:5])[CH3:3].[C:23]([NH:26][C@H:27]([C:29](O)=[O:30])[CH3:28])(=[O:25])[CH3:24].ON1C2C=CC=CC=2N=N1.C1(N=C=NC2CCCCC2)CCCCC1>CN(C=O)C>[C:23]([NH:26][C@H:27]([C:29]([NH:1][C@H:2]([C:4]([NH:6][C:7]1[CH:8]=[CH:9][C:10]([C:13]2[NH:14][C:15](=[O:22])[C:16](=[CH:20][CH:21]=2)[C:17]([OH:19])=[O:18])=[CH:11][CH:12]=1)=[O:5])[CH3:3])=[O:30])[CH3:28])(=[O:25])[CH3:24]. Reported procedure: A mixture of 4.50 g (15 mM) of 6-[4-(L-alanylamino)-phenyl]-1,2-dihydro-2-oxonicotinic acid, Example 4, 1.97 g (15 mM) N-acetyl-L-alanine, 2.02 g (15 mM) 1-hydroxybenzotriazole, and 150 ml of DMF was stirred at room temperature and 3.09 g (15 mM) of dicyclohexylcarbodiimide was added. After 19 hours the reaction mixture was filtered and the filtrate evaporated to dryness. Water was added and the solids filtered, washed with hot ethyl acetate and ether, and dried, giving 5.01 g of 6-[4-(N-acetyl-... The reactants are OC(C(C)C)(C=1N=CN(C1)C(C1=CC=CC=C1)(C1=CC=CC=C1)C1=CC=CC=C1)C1=CC=C(C=C1)C1=CC(=CC=C1)CNC(C)=O (N-({4′-[1-hydroxy-2-methyl-1-(1-trityl-1H-imidazol-4-yl)propyl][1,1′-biphenyl]-3-yl}methyl)acetamide), Cl.N1=CC=CC=C1 (pyridine hydrochloride). Yields the product OC(C(C)C)(C=1N=CNC1)C1=CC=C(C=C1)C1=CC(=CC=C1)CNC(C)=O (N-({4′-[1-hydroxy-1-(1H-imidazol-4-yl)-2-methylpropyl][1,1′-biphenyl]-3-yl}methyl)acetamide). Yield: 77.8%. Reaction SMILES: [OH:1][C:2]([C:30]1[CH:35]=[CH:34][C:33]([C:36]2[CH:41]=[CH:40][CH:39]=[C:38]([CH2:42][NH:43][C:44](=[O:46])[CH3:45])[CH:37]=2)=[CH:32][CH:31]=1)([C:6]1[N:7]=[CH:8][N:9](C(C2C=CC=CC=2)(C2C=CC=CC=2)C2C=CC=CC=2)[CH:10]=1)[CH:3]([CH3:5])[CH3:4].Cl.N1C=CC=CC=1>>[OH:1][C:2]([C:30]1[CH:31]=[CH:32][C:33]([C:36]2[CH:41]=[CH:40][CH:39]=[C:38]([CH2:42][NH:43][C:44](=[O:46])[CH3:45])[CH:37]=2)=[CH:34][CH:35]=1)([C:6]1[N:7]=[CH:8][NH:9][CH:10]=1)[CH:3]([CH3:5])[CH3:4] |f:1.2|. Procedure: By the reaction in the same manner as in Example 4-(iii) using N-({4′-[1-hydroxy-2-methyl-1-(1-trityl-1H-imidazol-4-yl)propyl][1,1′-biphenyl]-3-yl}methyl)acetamide (1.05 g) and pyridine hydrochloride (278 mg), the title compound (490 mg) was obtained as a colorless amorphous powder.